From a dataset of the Open Reaction Database (ORD), a public repository of structured organic reaction records. describe an organic reaction: reactants, conditions, products, and yield The reactants are NC=1C=C(C(=O)C2CCN(CC2)C)C=CC1 (4-[3-aminobenzoyl]-1-methylpiperidine), C1CCNCC1 ((piperidinomethyl)-polystyrene), [N+](=O)([O-])C1=CC=C(C(=O)Cl)C=C1 (4-nitrobenzoyl chloride). Run in O1CCCC1 (tetrahydrofuran), O1CCCC1 (tetrahydrofuran). Product: [N+](=O)([O-])C1=CC=C(C(=O)NC=2C=C(C(=O)C3CCN(CC3)C)C=CC2)C=C1 (4-[3-(4-nitrobenzamidyl)benzoyl]-1-methylpiperidine). The yield is 110.5%. As a reaction SMILES: [NH2:1][C:2]1[CH:3]=[C:4]([CH:14]=[CH:15][CH:16]=1)[C:5]([CH:7]1[CH2:12][CH2:11][N:10]([CH3:13])[CH2:9][CH2:8]1)=[O:6].C1CCNCC1.[N+:23]([C:26]1[CH:34]=[CH:33][C:29]([C:30](Cl)=[O:31])=[CH:28][CH:27]=1)([O-:25])=[O:24]>O1CCCC1>[N+:23]([C:26]1[CH:27]=[CH:28][C:29]([C:30]([NH:1][C:2]2[CH:3]=[C:4]([CH:14]=[CH:15][CH:16]=2)[C:5]([CH:7]2[CH2:8][CH2:9][N:10]([CH3:13])[CH2:11][CH2:12]2)=[O:6])=[O:31])=[CH:33][CH:34]=1)([O-:25])=[O:24]. Procedure details: To a mixture of 4-[3-aminobenzoyl]-1-methylpiperidine (50 mg, 0.229 mmol) and (piperidinomethyl)-polystyrene (176 mg, 0.458 mmol) in tetrahydrofuran (1 mL) was added 4-nitrobenzoyl chloride (85 mg, 0.458 mmol) in tetrahydrofuran (1 mL). The reaction mixture was mixed for 18 h at ambient temperature. The reaction mixture was filtered and the filter cake was rinsed with methanol. The filtrate solution was diluted with 10% acetic acid in methanol and poured over a Varian Mega Bond Elut™ strong cati...